This data is from the Open Reaction Database (ORD), a public repository of structured organic reaction records. The task is: describe an organic reaction: reactants, conditions, products, and yield The reactants are C(C)(C)(C)OC(=O)N1CCC(CC1)OC=1N=NC(=C(C1C(F)(F)F)C1=CC=C(C=C1)OC1CCCCC1)CCCC (4-[6-butyl-5-(4-cyclohexyloxy-phenyl)-4-trifluoromethyl-pyridazin-3-yloxy]-piperidine-1-carboxylic acid tert-butyl ester), Cl (HCl). Procedure details: To a solution of 4-[6-butyl-5-(4-cyclohexyloxy-phenyl)-4-trifluoromethyl-pyridazin-3-yloxy]-piperidine-1-carboxylic acid tert-butyl ester (0.294 mmol, 0.17 g) in DCM (1 mL) was added 4 N HCl in dioxane (0.5 mL) and the reaction was stirred for 1 hour. The solvents were removed with reduced pressure and the salt was triturated with diethyl ether and filtered to give 3-butyl-4-(4-cyclohexyloxy-phenyl)-6-(piperidin-4-yloxy)-5-trifluoromethyl-pyridazine dihydrochloride (0.12 g). The product is Cl.Cl.C(CCC)C=1N=NC(=C(C1C1=CC=C(C=C1)OC1CCCCC1)C(F)(F)F)OC1CCNCC1 (3-butyl-4-(4-cyclohexyloxy-phenyl)-6-(piperidin-4-yloxy)-5-trifluoromethyl-pyridazine dihydrochloride). Reaction conditions: time 1 hour. Run in C(Cl)Cl (DCM), O1CCOCC1 (dioxane). As a reaction SMILES: C(OC([N:8]1[CH2:13][CH2:12][CH:11]([O:14][C:15]2[N:16]=[N:17][C:18]([CH2:38][CH2:39][CH2:40][CH3:41])=[C:19]([C:25]3[CH:30]=[CH:29][C:28]([O:31][CH:32]4[CH2:37][CH2:36][CH2:35][CH2:34][CH2:33]4)=[CH:27][CH:26]=3)[C:20]=2[C:21]([F:24])([F:23])[F:22])[CH2:10][CH2:9]1)=O)(C)(C)C.[ClH:42]>C(Cl)Cl.O1CCOCC1>[ClH:42].[ClH:42].[CH2:38]([C:18]1[N:17]=[N:16][C:15]([O:14][CH:11]2[CH2:12][CH2:13][NH:8][CH2:9][CH2:10]2)=[C:20]([C:21]([F:22])([F:24])[F:23])[C:19]=1[C:25]1[CH:26]=[CH:27][C:28]([O:31][CH:32]2[CH2:33][CH2:34][CH2:35][CH2:36][CH2:37]2)=[CH:29][CH:30]=1)[CH2:39][CH2:40][CH3:41] |f:4.5.6|.